From a dataset of the Open Reaction Database (ORD), a public repository of structured organic reaction records. describe an organic reaction: reactants, conditions, products, and yield Conditions: temperature 3.5 celsius, time 15 minute. The yield is 73.4%. As a reaction SMILES: [C:1]([CH2:3][C:4]([NH2:6])=[O:5])#[N:2].[H-].[Na+].[Cl:9][C:10]1(C(F)=O)[N:15]=[C:14]([NH:16][CH2:17][CH3:18])[CH:13]=[CH:12][NH:11]1.CN([CH:25]=[O:26])C>>[NH2:2][C:1]1[N:16]([CH2:17][CH3:18])[C:14]2[N:15]=[C:10]([Cl:9])[N:11]=[CH:12][C:13]=2[C:25](=[O:26])[C:3]=1[C:4]([NH2:6])=[O:5] |f:1.2|. The product is NC1=C(C(C2=C(N=C(N=C2)Cl)N1CC)=O)C(=O)N (7-Amino-2-chloro-8-ethyl-5-oxo-5,8-dihydropyrido[2,3-d]pyrimidine-6-carboxamide). Reactants: ClC1(NC=CC(=N1)NCC)C(=O)F (2-Chloro-4-(ethylamino)pyrimidinecarboxylic acid fluoride), CN(C)C=O (DMF), [H-].[Na+] (sodium hydride), C(#N)CC(=O)N (cyanoacetamide), CN(C)C=O (DMF), [H-].[Na+] (sodium hydride). Procedure: To a solution, cooled to 2-5°C. on an ice bath, of 6.29 g (74.78 mmol) of cyanoacetamide in 140 mL of anhydrous DMF are added portionwise 5.98 g (149.55 mmol) of 60% sodium hydride. The mixture is stirred for 15 minutes at 2-5°C. and this suspension is then added rapidly to the solution of 14.5 g (71.22 mmol) of the acid fluoride prepared in step 2.5 in 155 mL of anhydrous DMF, precooled to 2-5°C. on an ice bath. The mixture is stirred overnight at room temperature and then cooled to 2-5°C., and... The reactants are COC(=O)c1cccc2nc(C3CCN(C(=O)OCc4ccccc4)CC3)oc12, CO, N, O. The product is NC(=O)c1cccc2nc(C3CCN(C(=O)OCc4ccccc4)CC3)oc12. As a reaction SMILES: [CH2:1]([c:2]1[cH:3][cH:4][cH:5][cH:6][cH:7]1)[O:8][C:9](=[O:10])[N:11]1[CH2:12][CH2:13][CH:14]([c:17]2[o:18][c:19]3[c:20]([n:21]2)[cH:22][cH:23][cH:24][c:25]3[C:26]([O:28][CH3:27])=[O:29])[CH2:15][CH2:16]1.[CH3:32][OH:33].[NH3:31].[OH2:30]>>[CH2:1]([c:2]1[cH:3][cH:4][cH:5][cH:6][cH:7]1)[O:8][C:9](=[O:10])[N:11]1[CH2:12][CH2:13][CH:14]([c:17]2[o:18][c:19]3[c:20]([n:21]2)[cH:22][cH:23][cH:24][c:25]3[C:26](=[O:28])[NH2:31])[CH2:15][CH2:16]1.